From a dataset of the Open Reaction Database (ORD), a public repository of structured organic reaction records. describe an organic reaction: reactants, conditions, products, and yield Reactants: CN(C)C=O (DMF), O[C@H](C(=O)N(C)OC)C\C=C(/CC=C)\C ((S,Z)-2-hydroxy-N-methoxy-N,5-dimethylocta-4,7-dienamide), [Si](C)(C)(C(C)(C)C)Cl (tert-butyldimethylsilyl chloride), N1C=NC=C1 (imidazole). Solvent: hexanes, C(C)(=O)OCC (ethyl acetate), C(C)OCC (diethyl ether). Conditions: time 8 hour. The product is C(C)(C)(C)[Si](O[C@H](C(=O)N(C)OC)C\C=C(/CC=C)\C)(C)C ((S,Z)-2-((tert-butyl)dimethylsiloxy)-N-methoxy-N,5-dimethylocta-4,7-dienamide). Yield: 99.3%. As a reaction SMILES: CN(C=O)C.[OH:6][C@@H:7]([CH2:14]/[CH:15]=[C:16](/[CH3:20])\[CH2:17][CH:18]=[CH2:19])[C:8]([N:10]([O:12][CH3:13])[CH3:11])=[O:9].[Si:21](Cl)([C:24]([CH3:27])([CH3:26])[CH3:25])([CH3:23])[CH3:22].N1C=CN=C1>C(OCC)C.C(OCC)(=O)C>[C:24]([Si:21]([CH3:23])([CH3:22])[O:6][C@@H:7]([CH2:14]/[CH:15]=[C:16](/[CH3:20])\[CH2:17][CH:18]=[CH2:19])[C:8]([N:10]([O:12][CH3:13])[CH3:11])=[O:9])([CH3:27])([CH3:26])[CH3:25]. Procedure: To an anhydrous DMF (250 mL) solution of the alcohol 4 (70.7 g, 329 mmol) was added tert-butyldimethylsilyl chloride (TBSCl, 55 g, 364 mmol) and imidazole (30 g, 441 mmol) at 0° C. The reaction was allowed to warm to room temperature, and was stirred overnight. The reaction progress was followed by TLC (5:1/hexanes:ethyl acetate). The reaction mixture was poured to a 4 L separation funnel containing diethyl ether (1.7 L), and was separated. The organics were washed with water (4×500 mL) and brin...